This data is from the Open Reaction Database (ORD), a public repository of structured organic reaction records. The task is: describe an organic reaction: reactants, conditions, products, and yield Reactants: CC(C)([O-])C.[K+] (potassium-tert-butoxide), C(C)(C)(C)OC(=O)N1CCC2=C(CC1)C=C(C=C2)O (7-Hydroxy-1,2,4,5-tetrahydro-benzo[d]azepine-3-carboxylic acid tert-butyl ester), ClC1=NC=C(C(=O)NC)C=C1 (6-chloro-N-methyl-nicotinamide). Run in C(C)(C)(C)O (tert-butanol). Reaction conditions: time 30 minute. Yields the product CNC(=O)C=1C=CC(=NC1)OC1=CC2=C(CCN(CC2)C(=O)OC(C)(C)C)C=C1 (1,1-Dimethylethyl 7-({5-[(methylamino)carbonyl]-2-pyridinyl}oxy)-1,2,4,5-tetrahydro-3H-3-benzazepine-3-carboxylate). RXN SMILES: [C:1]([O:5][C:6]([N:8]1[CH2:14][CH2:13][C:12]2[CH:15]=[C:16]([OH:19])[CH:17]=[CH:18][C:11]=2[CH2:10][CH2:9]1)=[O:7])([CH3:4])([CH3:3])[CH3:2].CC(C)([O-])C.[K+].Cl[C:27]1[CH:36]=[CH:35][C:30]([C:31]([NH:33][CH3:34])=[O:32])=[CH:29][N:28]=1>C(O)(C)(C)C>[CH3:34][NH:33][C:31]([C:30]1[CH:35]=[CH:36][C:27]([O:19][C:16]2[CH:17]=[CH:18][C:11]3[CH2:10][CH2:9][N:8]([C:6]([O:5][C:1]([CH3:4])([CH3:2])[CH3:3])=[O:7])[CH2:14][CH2:13][C:12]=3[CH:15]=2)=[N:28][CH:29]=1)=[O:32] |f:1.2|. Procedure: 7-Hydroxy-1,2,4,5-tetrahydro-benzo[d]azepine-3-carboxylic acid tert-butyl ester (PCT Int. Appl. (2002), WO 02/40471) (8.7 g, 33 mmol) was dissolved in tert-butanol and treated with potassium-tert-butoxide (4 g, 36 mmol). After stirring for 30 minutes at room temperature, 6-chloro-N-methyl-nicotinamide (D10) (5.1 g, 30 mmol) was added and the reaction mixture was stirred at reflux for 20 hours. The reaction mixture was cooled to room temperature and concentrated in vacuo. Ice/water was added to t...